The task is: describe an organic reaction: reactants, conditions, products, and yield. This data is from the Open Reaction Database (ORD), a public repository of structured organic reaction records. The reactants are FC(F)(F)C(F)(F)C(F)(F)C(F)(F)C(F)(F)C(F)(F)C(F)(F)C(F)(F)I, [H-], [Na+], CN(C)C=O, O, Sc1ccccc1-c1ccccc1. Product: FC(F)(F)C(F)(F)C(F)(F)C(F)(F)C(F)(F)C(F)(F)C(F)(F)C(F)(F)Sc1ccccc1-c1ccccc1. Reaction SMILES: [F:21][C:22]([C:23]([C:24]([C:25]([C:26]([C:27]([C:28]([C:29]([F:30])([F:31])[F:32])([F:33])[F:34])([F:35])[F:36])([F:37])[F:38])([F:39])[F:40])([F:41])[F:42])([F:43])[F:44])([F:45])[I:46].[H-:19].[Na+:20].[O:1]=[CH:2][N:3]([CH3:4])[CH3:5].[OH2:47].[SH:6][c:7]1[c:8](-[c:13]2[cH:14][cH:15][cH:16][cH:17][cH:18]2)[cH:9][cH:10][cH:11][cH:12]1>>[S:6]([c:7]1[c:8](-[c:13]2[cH:14][cH:15][cH:16][cH:17][cH:18]2)[cH:9][cH:10][cH:11][cH:12]1)[C:22]([F:21])([C:23]([C:24]([C:25]([C:26]([C:27]([C:28]([C:29]([F:30])([F:31])[F:32])([F:33])[F:34])([F:35])[F:36])([F:37])[F:38])([F:39])[F:40])([F:41])[F:42])([F:43])[F:44])[F:45]. The reactants are CN(C)C=O, CNC(=O)c1ccc(C=CC(=O)NCC(=O)N(C)c2ccc(Cl)c(CBr)c2Cl)cc1, [H-], [Na+], O, Cc1cc(OCc2ccccn2)c2cccc(O)c2n1. As a reaction SMILES: [CH3:3][N:4]([CH3:5])[CH:6]=[O:7].[Cl:28][c:29]1[c:30]([CH2:31][Br:32])[c:33]([Cl:57])[cH:34][cH:35][c:36]1[N:37]([CH3:38])[C:39]([CH2:40][NH:41][C:42]([CH:43]=[CH:44][c:45]1[cH:46][cH:47][c:48]([C:51]([NH:52][CH3:53])=[O:54])[cH:49][cH:50]1)=[O:55])=[O:56].[H-:1].[Na+:2].[OH2:58].[OH:8][c:9]1[cH:10][cH:11][cH:12][c:13]2[c:14]([O:20][CH2:21][c:22]3[n:23][cH:24][cH:25][cH:26][cH:27]3)[cH:15][c:16]([CH3:19])[n:17][c:18]12>>[O:8]([c:9]1[cH:10][cH:11][cH:12][c:13]2[c:14]([O:20][CH2:21][c:22]3[n:23][cH:24][cH:25][cH:26][cH:27]3)[cH:15][c:16]([CH3:19])[n:17][c:18]12)[CH2:31][c:30]1[c:29]([Cl:28])[c:36]([N:37]([CH3:38])[C:39]([CH2:40][NH:41][C:42]([CH:43]=[CH:44][c:45]2[cH:46][cH:47][c:48]([C:51]([NH:52][CH3:53])=[O:54])[cH:49][cH:50]2)=[O:55])=[O:56])[cH:35][cH:34][c:33]1[Cl:57]. The product is CNC(=O)c1ccc(C=CC(=O)NCC(=O)N(C)c2ccc(Cl)c(COc3cccc4c(OCc5ccccn5)cc(C)nc34)c2Cl)cc1. The reactants are NC=1C(=C(CN)C=CC1Cl)Cl (3-amino-2,4-dichloro-benzylamine), FC(C1(CC1)C(=O)O)(F)F (1-trifluoromethyl-cyclopropane carboxylic acid), CN(C)C(=[N+](C)C)ON1C2=C(C=CC=C2)N=N1.[B-](F)(F)(F)F (TBTU), TEA. Solvent: CN(C)C=O (DMF). The product is ClC1=C(CNC(=O)C2(CC2)C(F)(F)F)C=CC(=C1N)Cl (N-(2,4-Dichloro-3-amino-benzyl)-1-trifluoromethyl-cyclopropane carboxamide). RXN SMILES: [NH2:1][C:2]1[C:3]([Cl:11])=[C:4]([CH:7]=[CH:8][C:9]=1[Cl:10])[CH2:5][NH2:6].[F:12][C:13]([F:21])([F:20])[C:14]1([C:17](O)=[O:18])[CH2:16][CH2:15]1.CN(C(ON1N=NC2C=CC=CC1=2)=[N+](C)C)C.[B-](F)(F)(F)F>CN(C=O)C>[Cl:11][C:3]1[C:2]([NH2:1])=[C:9]([Cl:10])[CH:8]=[CH:7][C:4]=1[CH2:5][NH:6][C:17]([C:14]1([C:13]([F:21])([F:20])[F:12])[CH2:16][CH2:15]1)=[O:18] |f:2.3|. Procedure details: The sub-title compound is prepared from 3-amino-2,4-dichloro-benzylamine (0.310 g, 1.01 mmol), 1-trifluoromethyl-cyclopropane carboxylic acid (0.17 g, 1.1 mmol), TBTU (0.39 g, 1.2 mmol) and TEA (0.71 mL) in DMF in analogy to step 1 d.